From a dataset of the Open Reaction Database (ORD), a public repository of structured organic reaction records. describe an organic reaction: reactants, conditions, products, and yield Starting materials: COP(OC)(=O)C(C(C)=O)=[N+]=[N-] ((1-Diazo-2-oxo-propyl)-phosphonic acid dimethyl ester), CC(C=O)(COC1OCCCC1)C (2,2-dimethyl-3-(tetrahydro-pyran-2-yloxy)-propionaldehyde), C(=O)([O-])[O-].[K+].[K+] (K2CO3). The solvent is CO (methanol), C(C)OCC (diethyl ether). Run at time 8 hour. Yields the product CC(COC1OCCCC1)(C#C)C (2-(2,2-dimethyl-but-3-ynyloxy)-tetrahydro-pyran). Yield: 47.7%. Reaction SMILES: [CH3:1]OP(C(=[N+]=[N-])C(=O)C)(=O)OC.[CH3:13][C:14]([CH3:25])([CH2:17][O:18][CH:19]1[CH2:24][CH2:23][CH2:22][CH2:21][O:20]1)[CH:15]=O.C([O-])([O-])=O.[K+].[K+]>CO.C(OCC)C>[CH3:13][C:14]([CH3:25])([C:15]#[CH:1])[CH2:17][O:18][CH:19]1[CH2:24][CH2:23][CH2:22][CH2:21][O:20]1 |f:2.3.4|. Reported procedure: (1-Diazo-2-oxo-propyl)-phosphonic acid dimethyl ester (486 mg, 2.54 mmol) was added to a stirred suspension of 2,2-dimethyl-3-(tetrahydro-pyran-2-yloxy)-propionaldehyde (315 mg, 1.69 mmol) and K2CO3 (700 mg, 5.07 mmol) in methanol (20.0 mL) at room temperature. After overnight stirring, the reaction was diluted with diethyl ether, washed with sat. NaHCO3, brine, dried over Na2SO4 and concentrated to provide a crude oil. Purification by flash column chromatography on silica gel using 20% ethyl et... Reactants: [H-].[Na+] (sodium hydride), FC1=CC=C(C(=O)C2=CC=C(C=C2)F)C=C1 (4,4'-difluorobenzophenone), CS(=O)C (dimethylsulfoxide), [Cl-].C(=O)(O)CCC[P+](C1=CC=CC=C1)(C1=CC=CC=C1)C1=CC=CC=C1 ((3-carboxypropyl)triphenylphosphonium chloride). The solvent is O1CCCC1 (tetrahydrofuran). Yields the product FC1=CC=C(C=C1)C(=CCCC(=O)O)C1=CC=C(C=C1)F (5,5-bis(4-fluorophenyl)-4-pentenoic acid). The yield is 69.4%. As a reaction SMILES: [H-].[Na+].CS(C)=O.[Cl-].[C:8]([CH2:11][CH2:12][CH2:13][P+](C1C=CC=CC=1)(C1C=CC=CC=1)C1C=CC=CC=1)([OH:10])=[O:9].[F:33][C:34]1[CH:48]=[CH:47][C:37]([C:38]([C:40]2[CH:45]=[CH:44][C:43]([F:46])=[CH:42][CH:41]=2)=O)=[CH:36][CH:35]=1>O1CCCC1>[F:33][C:34]1[CH:48]=[CH:47][C:37]([C:38]([C:40]2[CH:45]=[CH:44][C:43]([F:46])=[CH:42][CH:41]=2)=[CH:13][CH2:12][CH2:11][C:8]([OH:10])=[O:9])=[CH:36][CH:35]=1 |f:0.1,3.4|. Reported procedure: The reaction was performed as in Example 87 using sodium hydride (56% dispersion in oil; 9.5 g) dimethylsulfoxide (100 mL), (3-carboxypropyl)triphenylphosphonium chloride (35 g), 4,4'-difluorobenzophenone (23.8 g) and tetrahydrofuran (100 mL). After the usual work up, the crude product was crystallized from ether-hexane to furnish 18.2 g of 5,5-bis(4-fluorophenyl)-4-pentenoic acid, mp 100°-100° C. Anal. Calculated for C17H14F2O2 : C, 70.82; H, 4.89. Found: C, 70.77; H, 5.00.